This data is from the Open Reaction Database (ORD), a public repository of structured organic reaction records. The task is: describe an organic reaction: reactants, conditions, products, and yield Reactants: [OH-].[Na+] (sodium hydroxide), C(C)OC(C(C(=O)OCC)(C(C)C)C=1OC=CC1)=O (2-furyl-2-isopropylmalonic acid diethyl ester), S(O)(O)(=O)=O (sulfuric acid). Solvent: CS(=O)C (dimethyl sulfoxide). The product is O1C(=CC=C1)C(C(=O)O)C(C)C ((±) 2-(2-furyl)-3-methyl- butyric acid). The yield is 98.2%. As a reaction SMILES: C([O:3][C:4](=[O:19])[C:5]([C:14]1[O:15][CH:16]=[CH:17][CH:18]=1)([CH:11]([CH3:13])[CH3:12])C(OCC)=O)C.[OH-].[Na+].S(=O)(=O)(O)O>CS(C)=O>[O:15]1[CH:16]=[CH:17][CH:18]=[C:14]1[CH:5]([CH:11]([CH3:13])[CH3:12])[C:4]([OH:19])=[O:3] |f:1.2|. Procedure: 240.6 g (0.9 mol) of 2-furyl-2-isopropylmalonic acid diethyl ester were dissolved in 500 ml of dimethyl sulfoxide, treated with 2000 ml of 2N sodium hydroxide solution and heated to reflux for 2 hours. After cooling, o the reaction mixture was poured into dilute sulfuric acid and extracted exhaustively with ether. The organic extracts were thereafter dried and the solvent was evaporated under reduced pressure, to obtain 148.7 g (98%) of (±) 2-(2-furyl)-3-methyl- butyric acid in the form of a thi... Reaction SMILES: Br[C:2]1[CH:3]=[C:4]([CH:7]=[CH:8][CH:9]=1)[C:5]#[N:6].C1C=CC(P(C2C=CC3C(=CC=CC=3)C=2C2C3C(=CC=CC=3)C=CC=2P(C2C=CC=CC=2)C2C=CC=CC=2)C2C=CC=CC=2)=CC=1.CC(C)([O-])C.[Na+].[NH:62]1[CH2:66][CH2:65][CH2:64][CH2:63]1>O1CCCC1.C(OCC)C.O>[N:62]1([C:2]2[CH:3]=[C:4]([CH:7]=[CH:8][CH:9]=2)[C:5]#[N:6])[CH2:66][CH2:65][CH2:64][CH2:63]1 |f:2.3|. Run at temperature 80 celsius. Yields the product N1(CCCC1)C=1C=C(C#N)C=CC1 (3-pyrrolidin-1-yl-benzonitrile). Reactants: BrC=1C=C(C#N)C=CC1 (3-bromo-benzonitrile), tris(dibenzylidenecetone)-dipalladium, C1=CC=C(C=C1)P(C2=CC=CC=C2)C3=C(C4=CC=CC=C4C=C3)C5=C(C=CC6=CC=CC=C65)P(C7=CC=CC=C7)C8=CC=CC=C8 ((S)-2,2′-bis(diphenylphosphino)-1,1′-binaphthyl), CC(C)([O-])C.[Na+] (sodium tert-butoxide), N1CCCC1 (pyrrolidine). Run in O (water), O1CCCC1 (tetrahydrofuran), C(C)OCC (diethyl ether). Yield: 5.2%. Procedure: A reaction mixture of 3-bromo-benzonitrile (0.91 g, 5 mmol), tris(dibenzylidenecetone)-dipalladium (229 mg), (S)-2,2′-bis(diphenylphosphino)-1,1′-binaphthyl (311 mg, 0.5 mmol), sodium tert-butoxide (740 mg, 7.7 mmol), pyrrolidine (0.58 mL, 6.9 mmol) in tetrahydrofuran (10 mL) was heated at 80° C. in a sealed tube for 6 h. The reaction mixture was worked up with water and diethyl ether. The organic layers were washed with brine and dried over anhydrous magnesium sulfate. The solid was then filter... Reactants: ClC1=NC=CC=C1 (2-Chloropyridine), O=S1(N=C2N(CC1)C=CC=C2C2=CC=C(C=C2)O)=O (4-(2,2-dioxido-3,4-dihydropyrido[2,1-c][1,2,4]thiadiazin-9-yl)phenol), C([O-])([O-])=O.[K+].[K+] (potassium carbonate). Solvent: CS(=O)C (DMSO). Run at temperature 120 celsius, time 8 hour. Product: N1=C(C=CC=C1)OC1=CC=C(C=C1)C1=CC=CN2C1=NS(CC2)(=O)=O (9-[4-(pyridin-2-yloxy)phenyl]-3,4-dihydropyrido[2,1-c][1,2,4]thiadiazine 2,2-dioxide). RXN SMILES: Cl[C:2]1[CH:7]=[CH:6][CH:5]=[CH:4][N:3]=1.[O:8]=[S:9]1(=[O:26])[CH2:14][CH2:13][N:12]2[CH:15]=[CH:16][CH:17]=[C:18]([C:19]3[CH:24]=[CH:23][C:22]([OH:25])=[CH:21][CH:20]=3)[C:11]2=[N:10]1.C(=O)([O-])[O-].[K+].[K+]>CS(C)=O>[N:3]1[CH:4]=[CH:5][CH:6]=[CH:7][C:2]=1[O:25][C:22]1[CH:21]=[CH:20][C:19]([C:18]2[C:11]3=[N:10][S:9](=[O:26])(=[O:8])[CH2:14][CH2:13][N:12]3[CH:15]=[CH:16][CH:17]=2)=[CH:24][CH:23]=1 |f:2.3.4|. Reported procedure: 2-Chloropyridine (0.132 mL) was added to a solution of 4-(2,2-dioxido-3,4-dihydropyrido[2,1-c][1,2,4]thiadiazin-9-yl)phenol (300 mg) and potassium carbonate (390 mg) in DMSO (6 mL). The mixture was stirred at 120° C. under nitrogen overnight. The mixture was quenched with water and extracted with EtOAc. The organic layer was separated, washed with water and brine, dried over anhydrous sodium sulfate and concentrated in vacuo. The residue was purified by column chromatography (NH silica gel, elut... Starting materials: O=C([O-])[O-], CC(C)C(=O)C(=[N+]=[N-])P(=O)([O-])[O-], CO, CC(C)(C)OC(=O)N1CC(C=O)C1, [K+], [K+]. The product is C#CC1CN(C(=O)OC(C)(C)C)C1. RXN SMILES: [C:14](=[O:15])([O-:16])[O-:17].[CH3:20][CH:21]([CH3:22])[C:23](=[O:24])[C:25]([P:26](=[O:27])([O-:28])[O-:29])=[N+:30]=[N-:31].[CH3:32][OH:33].[CH:1](=[O:2])[CH:3]1[CH2:4][N:5]([C:7](=[O:8])[O:9][C:10]([CH3:11])([CH3:12])[CH3:13])[CH2:6]1.[K+:18].[K+:19]>>[C:1]([CH:3]1[CH2:4][N:5]([C:7](=[O:8])[O:9][C:10]([CH3:11])([CH3:12])[CH3:13])[CH2:6]1)#[CH:14].